Dataset: the Open Reaction Database (ORD), a public repository of structured organic reaction records. Task: describe an organic reaction: reactants, conditions, products, and yield Reactants: N#N.S(=O)(=O)(C1=CC=CC=2C(N(C)C)=CC=CC12)N[C@@H](CCCNC(N)=N)C(=O)O (N2 dansyl-L-arginine), O.C1(=CC=C(C=C1)S(=O)(=O)O)C (p-toluenesulfonic acid monohydrate), C1=CC=CC=C1 (benzene). Solvent: C(C)C(CO)CCCC (2-ethylhexanol). Reaction conditions: temperature 100 celsius. Product: N#N.C1(=CC=C(C=C1)S(=O)(=O)O)C.C1(=CC=C(C=C1)S(=O)(=O)O)C.C(C)C(COC([C@@H](NS(=O)(=O)C1=CC=CC=2C(N(C)C)=CC=CC12)CCCNC(N)=N)=O)CCCC (N2 dansyl-L-arginine 2-ethylhexyl ester di(p-toluenesulfonate)). The yield is 91.0%. As a reaction SMILES: [N:1]#[N:2].[S:3]([NH:19][C@H:20]([C:28]([OH:30])=[O:29])[CH2:21][CH2:22][CH2:23][NH:24][C:25](=[NH:27])[NH2:26])([C:6]1[C:18]2[CH:17]=[CH:16][CH:15]=[C:11]([N:12]([CH3:14])[CH3:13])[C:10]=2[CH:9]=[CH:8][CH:7]=1)(=[O:5])=[O:4].O.[C:32]1([CH3:42])[CH:37]=[CH:36][C:35]([S:38]([OH:41])(=[O:40])=[O:39])=[CH:34][CH:33]=1.[CH:43]1[CH:48]=[CH:47][CH:46]=[CH:45][CH:44]=1>C(C(CCCC)CO)C>[N:1]#[N:2].[C:32]1([CH3:42])[CH:33]=[CH:34][C:35]([S:38]([OH:41])(=[O:39])=[O:40])=[CH:36][CH:37]=1.[C:32]1([CH3:42])[CH:33]=[CH:34][C:35]([S:38]([OH:41])(=[O:39])=[O:40])=[CH:36][CH:37]=1.[CH2:32]([CH:48]([CH2:47][CH2:46][CH2:45][CH3:44])[CH2:43][O:29][C:28](=[O:30])[C@H:20]([CH2:21][CH2:22][CH2:23][NH:24][C:25](=[NH:26])[NH2:27])[NH:19][S:3]([C:6]1[C:18]2[CH:17]=[CH:16][CH:15]=[C:11]([N:12]([CH3:13])[CH3:14])[C:10]=2[CH:9]=[CH:8][CH:7]=1)(=[O:4])=[O:5])[CH3:33] |f:0.1,2.3,6.7.8.9|. Procedure details: A mixture of 1.0 gram of N2 -dansyl-L-arginine and 1.4 gram of p-toluenesulfonic acid monohydrate in 10 ml of 2-ethylhexanol was heated for 30 minutes at 100° C. To the thus obtained clear solution, 100 ml of benzene was added, and the mixture was refluxed for 10 hours, removing water by azeotropic distillation. After the solvent was removed by distillation, 100 ml of ethyl ester was added to the residue to give a crystalline mass. Crystallization from acetone gave N2 -dansyl-L-arginine 2-ethylh... The reactants are CC(C)=O, O=c1[nH]c2ccccc2c(=O)n1CCC1OCCO1. The product is O=CCCn1c(=O)[nH]c2ccccc2c1=O. Reaction SMILES: [CH3:20][C:21](=[O:22])[CH3:23].[O:1]1[CH:2]([CH2:6][CH2:7][n:8]2[c:9](=[O:19])[nH:10][c:11]3[cH:12][cH:13][cH:14][cH:15][c:16]3[c:17]2=[O:18])[O:5][CH2:4][CH2:3]1>>[O:1]=[CH:2][CH2:6][CH2:7][n:8]1[c:9](=[O:19])[nH:10][c:11]2[cH:12][cH:13][cH:14][cH:15][c:16]2[c:17]1=[O:18].